Dataset: the Open Reaction Database (ORD), a public repository of structured organic reaction records. Task: describe an organic reaction: reactants, conditions, products, and yield The reactants are FC1=CC=C(C=C1)C1=C(C=CC=C1)CN1C=NC=C1CCO (2-[3-(4′-fluorobiphenyl-2-ylmethyl)-3H-imidazol-4-yl]ethanol), S(=O)(Cl)Cl (thionyl chloride). Solvent: C(Cl)Cl (CH2Cl2). Yields the product ClCCC1=CN=CN1CC1=C(C=CC=C1)C1=CC=C(C=C1)F (5-(2-chloroethyl)-1-(4′-fluorobiphenyl-2-ylmethyl)-1H-imidazole). As a reaction SMILES: [F:1][C:2]1[CH:7]=[CH:6][C:5]([C:8]2[CH:13]=[CH:12][CH:11]=[CH:10][C:9]=2[CH2:14][N:15]2[C:19]([CH2:20][CH2:21]O)=[CH:18][N:17]=[CH:16]2)=[CH:4][CH:3]=1.S(Cl)([Cl:25])=O>C(Cl)Cl>[Cl:25][CH2:21][CH2:20][C:19]1[N:15]([CH2:14][C:9]2[CH:10]=[CH:11][CH:12]=[CH:13][C:8]=2[C:5]2[CH:6]=[CH:7][C:2]([F:1])=[CH:3][CH:4]=2)[CH:16]=[N:17][CH:18]=1. Reported procedure: To a solution of 2-[3-(4′-fluorobiphenyl-2-ylmethyl)-3H-imidazol-4-yl]ethanol (0.341 g, 1.15 mmol) in CH2Cl2 (10 mL) is added, thionyl chloride (0.11 mL, 1.50 mmol) at 0° C. The mixture is then heated to reflux for 3 h before the solvent is removed and the residue dried under reduced pressure to give 5-(2-chloroethyl)-1-(4′-fluorobiphenyl-2-ylmethyl)-1H-imidazole. The residue is taken up in THF (60 mL). TMEDA (0.71 ml, 4.72 mmol) is added, followed by a hexane/THF solution of LDA (2.62 mL, 1.8 M... The reactants are CCCCCCCCCCCCCCCC[N+](C)(C)C, CCCCNc1cc(C(=O)O)cc(S(N)(=O)=O)c1Oc1ccccc1, [OH-], O. Yields the product CCCCCCCCCCCCCCCC[N+](C)(C)C, CCCCNc1cc(C(=O)[O-])cc(S(N)(=O)=O)c1Oc1ccccc1. RXN SMILES: [CH2:27]([CH2:28][CH2:29][CH2:30][CH2:31][CH2:32][CH2:33][CH2:34][CH2:35][CH2:36][CH2:37][CH2:38][CH2:39][CH2:40][CH2:41][CH3:42])[N+:43]([CH3:44])([CH3:45])[CH3:46].[CH3:1][CH2:2][CH2:3][CH2:4][NH:5][c:6]1[cH:7][c:8]([C:23]([OH:24])=[O:25])[cH:9][c:10]([S:19]([NH2:20])(=[O:21])=[O:22])[c:11]1[O:12][c:13]1[cH:14][cH:15][cH:16][cH:17][cH:18]1.[OH-:26].[OH2:47]>>[CH2:27]([CH2:28][CH2:29][CH2:30][CH2:31][CH2:32][CH2:33][CH2:34][CH2:35][CH2:36][CH2:37][CH2:38][CH2:39][CH2:40][CH2:41][CH3:42])[N+:43]([CH3:44])([CH3:45])[CH3:46].[CH3:1][CH2:2][CH2:3][CH2:4][NH:5][c:6]1[cH:7][c:8]([C:23](=[O:24])[O-:25])[cH:9][c:10]([S:19]([NH2:20])(=[O:21])=[O:22])[c:11]1[O:12][c:13]1[cH:14][cH:15][cH:16][cH:17][cH:18]1.